Task: describe an organic reaction: reactants, conditions, products, and yield. Dataset: the Open Reaction Database (ORD), a public repository of structured organic reaction records Run in N1=CC=CC=C1 (pyridine). Procedure details: Benzoyl chloride (2.0 ml, 17 mmoles) was slowly added to a solution of (4S,5S)-4,5-bis(hydroxymethyl)-1-cyclohexene (1.00 g, 7.0 mmoles) in pyridine (7 ml) while cooling the system with ice. The resulting mixture was stirred at 0° C. for one hour. After adding dimethylaminopropylamine (0.8 ml, 6.4 mmoles) to the reaction mixture and stirring it at that temperature for 15 minutes, water was added and the product formed was extracted with ethyl ether. The ether extract solution was washed successi... Isolated yield 100.0%. Reactants: O (water), C(C1=CC=CC=C1)(=O)Cl (Benzoyl chloride), OC[C@H]1CC=CC[C@@H]1CO ((4S,5S)-4,5-bis(hydroxymethyl)-1-cyclohexene), CN(C)CCCN (dimethylaminopropylamine). Reaction conditions: temperature 0 celsius, time 1 hour. Reaction SMILES: [C:1](Cl)(=[O:8])[C:2]1[CH:7]=[CH:6][CH:5]=[CH:4][CH:3]=1.[OH:10][CH2:11][C@@H:12]1[C@@H:17]([CH2:18][OH:19])[CH2:16][CH:15]=[CH:14][CH2:13]1.CN([CH2:23][CH2:24][CH2:25]N)C.[OH2:27]>N1C=CC=CC=1>[C:1]([O:10][CH2:11][C@@H:12]1[C@@H:17]([CH2:18][O:19][C:23](=[O:27])[C:24]2[CH:25]=[CH:4][CH:3]=[CH:2][CH:1]=2)[CH2:16][CH:15]=[CH:14][CH2:13]1)(=[O:8])[C:2]1[CH:7]=[CH:6][CH:5]=[CH:4][CH:3]=1. Yields the product C(C1=CC=CC=C1)(=O)OC[C@H]1CC=CC[C@@H]1COC(C1=CC=CC=C1)=O ((4S,5S)-4,5-bis(benzoyloxymethyl)- 1-cyclohexene). The reactants are NC1=C(SC(=C1)C1=CC=NC=C1)C(=O)N (3-amino-5-(pyridin-4-yl)thiophene-2-carboxamide), C(CC(=O)C)(=O)OC (methyl acetoacetate). The reagents and catalysts are Cl (hydrochloric acid). Run in CO (methanol). Reaction conditions: temperature 55 celsius. Yields the product CC1(NC(C2=C(N1)C=C(S2)C2=CC=NC=C2)=O)CC(=O)OC (methyl (2-methyl-4-oxo-6-(pyridin-4-yl)-1,2,3,4-tetrahydrothieno[3,2-d]pyrimidin-2-yl)acetate). Isolated yield 47.3%. RXN SMILES: [NH2:1][C:2]1[CH:6]=[C:5]([C:7]2[CH:12]=[CH:11][N:10]=[CH:9][CH:8]=2)[S:4][C:3]=1[C:13]([NH2:15])=[O:14].[C:16]([O:22][CH3:23])(=[O:21])[CH2:17][C:18]([CH3:20])=O>CO.Cl>[CH3:20][C:18]1([CH2:17][C:16]([O:22][CH3:23])=[O:21])[NH:1][C:2]2[CH:6]=[C:5]([C:7]3[CH:8]=[CH:9][N:10]=[CH:11][CH:12]=3)[S:4][C:3]=2[C:13](=[O:14])[NH:15]1. Procedure details: To a mixture of 3-amino-5-(pyridin-4-yl)thiophene-2-carboxamide (0.11 g, 0.50 mmol) and methyl acetoacetate (0.54 mL, 5.0 mmol) in methanol (15 mL) was added 1 drop of concentrated hydrochloric acid, and the reaction was heated at 55° C. for 15 h and with reflux for 24 h. Then, the reaction mixture was cooled, and concentrated with NaHCO3 (0.5 g) and silica gel (5 mL), and the residue was purified by flash chromatography (Combiflash, silica gel, dichloromethane to 90:10 dichloromethane/methanol)... Starting materials: COC(=O)c1ccc(-c2ccc(OC(C)=O)cc2)cc1, [Li+], C1CCOC1, [OH-]. Yields the product COC(=O)c1ccc(-c2ccc(O)cc2)cc1. As a reaction SMILES: [C:1](=[O:2])([CH3:3])[O:4][c:5]1[cH:6][cH:7][c:8](-[c:11]2[cH:12][cH:13][c:14]([C:17](=[O:18])[O:19][CH3:20])[cH:15][cH:16]2)[cH:9][cH:10]1.[Li+:21].[O:23]1[CH2:24][CH2:25][CH2:26][CH2:27]1.[OH-:22]>>[OH:4][c:5]1[cH:6][cH:7][c:8](-[c:11]2[cH:12][cH:13][c:14]([C:17](=[O:18])[O:19][CH3:20])[cH:15][cH:16]2)[cH:9][cH:10]1. Starting materials: NC=1C=C2C(C(=O)N(C2=O)[C@H](C(=O)OCC)CCC(=O)OCC)=CC1 (diethyl (S)-2-(4-aminophthalimido)glutarate), Cl (HCl). Reagents/catalysts: [Zn] (Zn). Run in C(C)O (ethanol). Reaction conditions: temperature -10 celsius, time 1 hour. Yields the product NC=1C=C2CN(C(C2=CC1)=O)[C@H](C(=O)OCC)CCC(=O)OCC (Diethyl (S)-2-(5-amino-1-oxo-2-isoindolinyl)glutarate). As a reaction SMILES: [NH2:1][C:2]1[CH:3]=[C:4]2[C:9](=O)[N:8]([C@@H:11]([CH2:17][CH2:18][C:19]([O:21][CH2:22][CH3:23])=[O:20])[C:12]([O:14][CH2:15][CH3:16])=[O:13])[C:6](=[O:7])[C:5]2=[CH:24][CH:25]=1.Cl>C(O)C.[Zn]>[NH2:1][C:2]1[CH:3]=[C:4]2[C:5](=[CH:24][CH:25]=1)[C:6](=[O:7])[N:8]([C@@H:11]([CH2:17][CH2:18][C:19]([O:21][CH2:22][CH3:23])=[O:20])[C:12]([O:14][CH2:15][CH3:16])=[O:13])[CH2:9]2. Procedure details: A solution of diethyl (S)-2-(4-aminophthalimido)glutarate (10.5 g, 30.2 mmol) in ethanol (150 ml) was cooled in an acetonitrile/CO2 bath. Concentrated HCl (25 ml) was added followed by 30 mesh granular Zn (10:5 g, 0.161 mole) (Fisher) when the internal temperature has reached −40° C. The reaction mixture was stirred 1.5 hours at this temperature and a further 1 hour at −10° C. The excess of Zn was filtered from the solution, 10% palladium on carbon (1.0 g) was added, and the solution shaken unde... Yield: 58.3%. The reactants are CN(C)C=C1CN(CCC1=O)C (3-[(Dimethylamino)methylene]-1-methylpiperidin-4-one), Cl.NC(N1C[C@@H](CC1)NC(OC(C)(C)C)=O)=N (tert-butyl {(3R)-1-[amino(imino)methyl]pyrrolidin-3-yl}carbamate hydrochloride), C[O-].[Na+] (sodium methoxide), solution. Solvent: CO (methanol), CO (methanol). Procedure details: 3-[(Dimethylamino)methylene]-1-methylpiperidin-4-one (9.04 g, 53.7 mmol) and tert-butyl {(3R)-1-[amino(imino)methyl]pyrrolidin-3-yl}carbamate hydrochloride (14.2 g, 53.7 mmol) were dissolved in methanol (100 mL) and to this was added dropwise sodium methoxide (9.66 g of a 30% solution in methanol). The reaction mixture was refluxed for 3 hours and then cooled to room temperature. The reaction mixture was then evaporated to dryness, and the residue was treated with water (50 mL). The precipitate ... The product is CN1CC2=C(N=C(N=C2)N2C[C@@H](CC2)NC(OC(C)(C)C)=O)CC1 (tert-Butyl [(3R)-1-(6-Methyl-5,6,7,8-tetrahydropyrido[4,3-d]pyrimidin-2-yl)pyrrolidin-3-yl]carbamate). As a reaction SMILES: CN([CH:4]=[C:5]1[C:10](=O)[CH2:9][CH2:8][N:7]([CH3:12])[CH2:6]1)C.Cl.[NH2:14][C:15](=[NH:29])[N:16]1[CH2:20][CH2:19][C@@H:18]([NH:21][C:22](=[O:28])[O:23][C:24]([CH3:27])([CH3:26])[CH3:25])[CH2:17]1.C[O-].[Na+]>CO>[CH3:12][N:7]1[CH2:8][CH2:9][C:10]2[N:29]=[C:15]([N:16]3[CH2:20][CH2:19][C@@H:18]([NH:21][C:22](=[O:28])[O:23][C:24]([CH3:26])([CH3:25])[CH3:27])[CH2:17]3)[N:14]=[CH:4][C:5]=2[CH2:6]1 |f:1.2,3.4|. Reactants: [Cl-].[Cl-].[Cl-].[Al+3] (aluminium trichloride), COC(=O)C1=CC2=C1C=C(C=C2)OC (5-methoxybenzocyclobutene-1-carboxylic acid methyl ester), ClC=1C=C(C(=O)Cl)C=CC1Cl (3,4-dichlorobenzoyl chloride). Yields the product COC(=O)C1=CC2=C1C=C(C(=C2)C(C2=CC(=C(C=C2)Cl)Cl)=O)O (4-(3,4-dichlorobenzoyl)-5-hydroxybenzocyclobutene-1-carboxylic acid methyl ester). Reaction SMILES: [Cl-].[Cl-].[Cl-].[Al+3].[CH3:5][O:6][C:7]([C:9]1[C:12]2[CH:13]=[C:14]([O:17]C)[CH:15]=[CH:16][C:11]=2[CH:10]=1)=[O:8].[Cl:19][C:20]1[CH:21]=[C:22]([CH:26]=[CH:27][C:28]=1[Cl:29])[C:23](Cl)=[O:24]>>[CH3:5][O:6][C:7]([C:9]1[C:12]2[CH:13]=[C:14]([OH:17])[C:15]([C:23](=[O:24])[C:22]3[CH:26]=[CH:27][C:28]([Cl:29])=[C:20]([Cl:19])[CH:21]=3)=[CH:16][C:11]=2[CH:10]=1)=[O:8] |f:0.1.2.3|. Procedure details: In a manner analogous to that described in Example 5, starting from 26.6 g of aluminium trichloride, 9.61 g of 5-methoxybenzocyclobutene-1-carboxylic acid methyl ester and 20.95 g of 3,4-dichlorobenzoyl chloride there is obtained 4-(3,4-dichlorobenzoyl)-5-hydroxybenzocyclobutene-1-carboxylic acid methyl ester having a melting point of 95°-96°. Reactants: [OH-].[Na+] (sodium hydroxide), OC1=C(N(C(=CC1=O)C(C(F)(F)F)O)C)CO (3-hydroxy-2-hydroxymethyl-1-methyl-6-(2,2,2-trifluoro-1-hydroxy-ethyl)-1H-pyridin-4-one), C(C1=CC=CC=C1)Br (Benzyl bromide). The solvent is CO (methanol). Yields the product C(C1=CC=CC=C1)OC1=C(N(C(=CC1=O)C(C(F)(F)F)O)C)CO (3-Benzyloxy-2-hydroxymethyl-1-methyl-6-(2,2,2-trifluoro-1-hydroxy-ethyl)-1H-pyridin-4-one). Yield: 76.0%. As a reaction SMILES: [OH-].[Na+].[OH:3][C:4]1[C:9](=[O:10])[CH:8]=[C:7]([CH:11]([OH:16])[C:12]([F:15])([F:14])[F:13])[N:6]([CH3:17])[C:5]=1[CH2:18][OH:19].[CH2:20](Br)[C:21]1[CH:26]=[CH:25][CH:24]=[CH:23][CH:22]=1>CO>[CH2:20]([O:3][C:4]1[C:9](=[O:10])[CH:8]=[C:7]([CH:11]([OH:16])[C:12]([F:15])([F:13])[F:14])[N:6]([CH3:17])[C:5]=1[CH2:18][OH:19])[C:21]1[CH:26]=[CH:25][CH:24]=[CH:23][CH:22]=1 |f:0.1|. Procedure details: A 6.00 N sodium hydroxide solution (785 μL, 4.71 mmol) was added to a suspension of 3-hydroxy-2-hydroxymethyl-1-methyl-6-(2,2,2-trifluoro-1-hydroxy-ethyl)-1H-pyridin-4-one (1.08 g, 4.26 mmol) in methanol (5 mL). Benzyl bromide (650 μL, 5.46 mmol) was added to the clear solution, and the resulting solution was heated to reflux for 45 min Some solid had separated out in the solution. Analysis of the reaction mixture using HPLC Method 1 (Example 24) indicated that the starting material was consumed...